From a dataset of the Open Reaction Database (ORD), a public repository of structured organic reaction records. describe an organic reaction: reactants, conditions, products, and yield Reactants: ClC1=C(C=CC=C1)C(C(=O)O)C(=O)C (2-(2-chlorophenyl)acetoacetic acid), C(C)(=O)OC(C)=O (acetic anhydride), C([O-])([O-])=O.[Na+].[Na+] (sodium carbonate), S(O)(O)(=O)=O (sulfuric acid). Run in CC(=O)C (acetone). Run at time 24 hour. Yields the product ClC1=C(C=CC=C1)C=1C(OC(OC1C)(C)C)=O (5-(2-Chlorophenyl)2,2,6-trimethyl-2H,4H-1,3-dioxin-4-one). Reaction SMILES: [Cl:1][C:2]1[CH:7]=[CH:6][CH:5]=[CH:4][C:3]=1[CH:8]([C:12]([CH3:14])=[O:13])[C:9]([OH:11])=[O:10].C(O[C:19](=O)[CH3:20])(=O)C.S(=O)(=O)(O)O.[C:27](=O)([O-])[O-].[Na+].[Na+]>CC(C)=O>[Cl:1][C:2]1[CH:7]=[CH:6][CH:5]=[CH:4][C:3]=1[C:8]1[C:9](=[O:11])[O:10][C:19]([CH3:20])([CH3:27])[O:13][C:12]=1[CH3:14] |f:3.4.5|. Procedure details: A mixture of 2-(2-chlorophenyl)acetoacetic acid (9.6 g), acetone (6.8 ml), and acetic anhydride (8.8 ml) was kept at -15° and concentrated sulfuric acid (0.53 ml) was added thereto. This was kept at -15° C. and the reaction was carried out for 24 hours. The reaction mixture was added to an aqueous 10 % sodium carbonate solution (250 ml) which was ice-cooled, and the mixture was stirred for a short time at room temperature. White crystals which formed were collected by filtration, and washed well... The reactants are [BH4-], CC(C)(C)OC(=O)CC(=O)CC(O)CO[Si](c1ccccc1)(c1ccccc1)C(C)(C)C, C1CCOC1, CO, [Na+]. Yields the product CC(C)(C)OC(=O)CC(O)CC(O)CO[Si](c1ccccc1)(c1ccccc1)C(C)(C)C. Reaction SMILES: [BH4-:35].[C:1]([CH3:2])([CH3:3])([CH3:4])[O:5][C:6]([CH2:7][C:8]([CH2:9][CH:10]([CH2:11][O:12][Si:13]([c:14]1[cH:15][cH:16][cH:17][cH:18][cH:19]1)([c:20]1[cH:21][cH:22][cH:23][cH:24][cH:25]1)[C:26]([CH3:27])([CH3:28])[CH3:29])[OH:30])=[O:31])=[O:32].[CH2:37]1[O:38][CH2:39][CH2:40][CH2:41]1.[CH3:33][OH:34].[Na+:36]>>[C:1]([CH3:2])([CH3:3])([CH3:4])[O:5][C:6]([CH2:7][CH:8]([CH2:9][CH:10]([CH2:11][O:12][Si:13]([c:14]1[cH:15][cH:16][cH:17][cH:18][cH:19]1)([c:20]1[cH:21][cH:22][cH:23][cH:24][cH:25]1)[C:26]([CH3:27])([CH3:28])[CH3:29])[OH:30])[OH:31])=[O:32]. The reactants are BrC1=CC=C(C=C1)C1=CN=C(N1)[C@H]1N(CCC1)C(=O)OCC1=CC=CC=C1 ((S)-benzyl 2-(5-(4-bromophenyl)-1H-imidazol-2-yl)pyrrolidine-1-carboxylate), ClC1=CC=C(C=C1)B(O)O (4-chlorophenylboronic acid), C([O-])([O-])=O.[K+].[K+] (potassium carbonate). The reagents and catalysts are C=1C=CC(=CC1)[P](C=2C=CC=CC2)(C=3C=CC=CC3)[Pd]([P](C=4C=CC=CC4)(C=5C=CC=CC5)C=6C=CC=CC6)([P](C=7C=CC=CC7)(C=8C=CC=CC8)C=9C=CC=CC9)[P](C=1C=CC=CC1)(C=1C=CC=CC1)C=1C=CC=CC1 (tetrakis(triphenylphosphine)palladium(0)). Solvent: CN(C=O)C (dimethylformamide). Reaction conditions: temperature 75 celsius. The product is ClC1=CC=C(C=C1)C1=CC=C(C=C1)C1=CN=C(N1)[C@H]1N(CCC1)C(=O)OCC1=CC=CC=C1 ((S)-benzyl 2-(5-(4′-chlorobiphenyl-4-yl)-1H-imidazol-2-yl)pyrrolidine-1-carboxylate). Isolated yield 85.4%. As a reaction SMILES: Br[C:2]1[CH:7]=[CH:6][C:5]([C:8]2[NH:12][C:11]([C@@H:13]3[CH2:17][CH2:16][CH2:15][N:14]3[C:18]([O:20][CH2:21][C:22]3[CH:27]=[CH:26][CH:25]=[CH:24][CH:23]=3)=[O:19])=[N:10][CH:9]=2)=[CH:4][CH:3]=1.[Cl:28][C:29]1[CH:34]=[CH:33][C:32](B(O)O)=[CH:31][CH:30]=1.C(=O)([O-])[O-].[K+].[K+]>C1C=CC([P]([Pd]([P](C2C=CC=CC=2)(C2C=CC=CC=2)C2C=CC=CC=2)([P](C2C=CC=CC=2)(C2C=CC=CC=2)C2C=CC=CC=2)[P](C2C=CC=CC=2)(C2C=CC=CC=2)C2C=CC=CC=2)(C2C=CC=CC=2)C2C=CC=CC=2)=CC=1.CN(C)C=O>[Cl:28][C:29]1[CH:34]=[CH:33][C:32]([C:2]2[CH:3]=[CH:4][C:5]([C:8]3[NH:12][C:11]([C@@H:13]4[CH2:17][CH2:16][CH2:15][N:14]4[C:18]([O:20][CH2:21][C:22]4[CH:27]=[CH:26][CH:25]=[CH:24][CH:23]=4)=[O:19])=[N:10][CH:9]=3)=[CH:6][CH:7]=2)=[CH:31][CH:30]=1 |f:2.3.4,^1:47,49,68,87|. Procedure details: A mixture of (S)-benzyl 2-(5-(4-bromophenyl)-1H-imidazol-2-yl)pyrrolidine-1-carboxylate (4.7 g, 11.0 mmol), 4-chlorophenylboronic acid (2.0 g, 12.1 mmol), tetrakis(triphenylphosphine)palladium(0) (1.3 g, 1.1 mmol), 2M aqueous potassium carbonate solution (22 mL, 44 mmol), and dimethylformamide (100 mL) was degassed under a stream of argon for 15 minutes. The reaction was heated to 75° C. for 3 hours. Upon completion, the reaction was cooled to room temperature, diluted with ethyl acetate and fil... Starting materials: COC1=CC=C(CO[C@@H](C)[C@@H]([C@@H](CCC(C)C)C=C)O)C=C1 ((2S,3R,4S)-2-((4-methoxybenzyl)oxy)-7-methyl-4-vinyloctan-3-ol), [H-].[Na+] (NaH), BrCC1CC1 ((bromomethyl)cyclopropane), [H-].[Na+] (NaH), BrCC1CC1 ((bromomethyl)cyclopropane), BrCC1CC1 ((bromomethyl)cyclopropane), [H-].[Na+] (NaH). Run in CN(C)C=O (DMF), CN(C)C=O (DMF). Conditions: time 15 minute. Product: C1(CC1)CO[C@@H]([C@H](C)OCC1=CC=C(C=C1)OC)[C@@H](CCC(C)C)C=C (1-((((2S,3R,4S)-3-(cyclopropylmethoxy)-7-methyl-4-vinyloctan-2-yl)oxy)methyl)-4-methoxybenzene). Isolated yield 82.4%. As a reaction SMILES: [CH3:1][O:2][C:3]1[CH:22]=[CH:21][C:6]([CH2:7][O:8][C@H:9]([C@H:11]([OH:20])[C@H:12]([CH:18]=[CH2:19])[CH2:13][CH2:14][CH:15]([CH3:17])[CH3:16])[CH3:10])=[CH:5][CH:4]=1.[H-].[Na+].Br[CH2:26][CH:27]1[CH2:29][CH2:28]1>CN(C=O)C>[CH:27]1([CH2:26][O:20][C@H:11]([C@H:12]([CH:18]=[CH2:19])[CH2:13][CH2:14][CH:15]([CH3:16])[CH3:17])[C@@H:9]([O:8][CH2:7][C:6]2[CH:5]=[CH:4][C:3]([O:2][CH3:1])=[CH:22][CH:21]=2)[CH3:10])[CH2:29][CH2:28]1 |f:1.2|. Procedure: A solution of (2S,3R,4S)-2-((4-methoxybenzyl)oxy)-7-methyl-4-vinyloctan-3-ol (2.0 g, 6.53 mmol) in anhydrous DMF (12 mL) was added at room temperature to a solution of NaH (NaH; 0.326 g, 8.16 mmol, 60% dispersion in mineral oil) in anhydrous DMF (12 ml). The reaction was stirred for 15 minutes (min) at room temperature, treated with (bromomethyl)cyclopropane (0.823 ml, 8.48 mmol) at room temperature, and then was heated to 40° C. for and stirred for 6 h. The reaction was cooled to room temperatu...